This data is from the Open Reaction Database (ORD), a public repository of structured organic reaction records. The task is: describe an organic reaction: reactants, conditions, products, and yield Starting materials: CC1C[C@H]2CN[C@@H]([C@H]2C1)CNC(=O)C1=C(N=C2SC=CN21)C (6-methyl-imidazo[2,1-b]thiazole-5-carboxylic acid-[(1S,2S,5R)-7-methyl-3-aza-bicyclo[3.3.0]oct-2-ylmethyl]-amide), CC=1SC(=C(N1)C(=O)O)C=1C=C(C=CC1)C (2-methyl-5-m-tolyl-thiazole-4-carboxylic acid). The product is CC1C[C@H]2CN([C@@H]([C@H]2C1)CNC(=O)C1=C(N=C2SC=CN21)C)C(=O)C=2N=C(SC2C=2C=C(C=CC2)C)C (6-Methyl-imidazo[2,1-b]thiazole-5-carboxylic acid-(1S,2S,5R)-[7-methyl-3-(2-methyl-5-m-tolyl-thiazole-4-carbonyl)-3-aza-bicyclo[3.3.0]oct-2-ylmethyl]-amide). As a reaction SMILES: [CH3:1][CH:2]1[CH2:9][C@H:8]2[C@H:4]([CH2:5][NH:6][C@@H:7]2[CH2:10][NH:11][C:12]([C:14]2[N:21]3[C:17]([S:18][CH:19]=[CH:20]3)=[N:16][C:15]=2[CH3:22])=[O:13])[CH2:3]1.[CH3:23][C:24]1[S:25][C:26]([C:32]2[CH:33]=[C:34]([CH3:38])[CH:35]=[CH:36][CH:37]=2)=[C:27]([C:29](O)=[O:30])[N:28]=1>>[CH3:1][CH:2]1[CH2:9][C@H:8]2[C@H:4]([CH2:5][N:6]([C:29]([C:27]3[N:28]=[C:24]([CH3:23])[S:25][C:26]=3[C:32]3[CH:33]=[C:34]([CH3:38])[CH:35]=[CH:36][CH:37]=3)=[O:30])[C@@H:7]2[CH2:10][NH:11][C:12]([C:14]2[N:21]3[C:17]([S:18][CH:19]=[CH:20]3)=[N:16][C:15]=2[CH3:22])=[O:13])[CH2:3]1. Reported procedure: prepared by reaction of 6-methyl-imidazo[2,1-b]thiazole-5-carboxylic acid-[(1S,2S,5R)-7-methyl-3-aza-bicyclo[3.3.0]oct-2-ylmethyl]-amide with 2-methyl-5-m-tolyl-thiazole-4-carboxylic acid. Reactants: BrC=1C=NC=C(C(=O)O)C1 (5-bromonicotinic acid), C(C1=CC=CC=C1)N (benzylamine). Product: BrC=1C=C(C=NC1)C(=O)NCC1=CC=CC=C1 (5-bromo-N-(phenylmethyl)pyridine-3-carboxamide). The yield is 90.0%. RXN SMILES: [Br:1][C:2]1[CH:3]=[N:4][CH:5]=[C:6]([CH:10]=1)[C:7]([OH:9])=O.[CH2:11]([NH2:18])[C:12]1[CH:17]=[CH:16][CH:15]=[CH:14][CH:13]=1>>[Br:1][C:2]1[CH:10]=[C:6]([C:7]([NH:18][CH2:11][C:12]2[CH:17]=[CH:16][CH:15]=[CH:14][CH:13]=2)=[O:9])[CH:5]=[N:4][CH:3]=1. Procedure details: 5-bromo-N-(phenylmethyl)pyridine-3-carboxamide was synthesized according to the procedure described above from 5-bromonicotinic acid and benzylamine. Yield 90%. 1H NMR (400 MHz, CDCl3): 8.83 (d, 1H), 8.72 (d, 1H), 8.25 (t, 1H), 7.30 (m, 5H), 6.58 (br s, 1H), 4.62 (d, 2H); MS (EI) for C13H11N2OBr: 291 (MH+). Starting materials: O (water), BrC=1C=C(C=O)C=CC1 (3-Bromobenzaldehyde), C(C)(=O)NCC(=O)O (N-acetyl glycine), C(C)(=O)[O-].[Na+] (sodium acetate). The solvent is C(C)(=O)OC(C)=O (acetic anhydride), CO (MeOH). Product: BrC=1C=C(C=C(C(=O)OC)NC(C)=O)C=CC1 (methyl m-bromo-α-acetamidocinnamate). As a reaction SMILES: [Br:1][C:2]1[CH:3]=[C:4]([CH:7]=[CH:8][CH:9]=1)[CH:5]=O.[C:10]([NH:13][CH2:14][C:15]([OH:17])=[O:16])(=[O:12])[CH3:11].[C:18]([O-])(=O)C.[Na+].O>C(OC(=O)C)(=O)C.CO>[Br:1][C:2]1[CH:3]=[C:4]([CH:7]=[CH:8][CH:9]=1)[CH:5]=[C:14]([NH:13][C:10](=[O:12])[CH3:11])[C:15]([O:17][CH3:18])=[O:16] |f:2.3|. Procedure details: 3-Bromobenzaldehyde (23.7 g, 128.2 mmol), N-acetyl glycine (10.0 g, 85.5 mmol) and sodium acetate (5.26 g, 64.1 mmol) in acetic anhydride (60 mL) was heated to reflux for 1 h. The reaction was cooled to room temperature and water (100 mL) was added. The resulting suspension was filtered and the solid was washed with water (2×50 mL). The remaining solid was dissolved in methylene chloride (100 mL), dried (MgSO4), filtered and concentrated in vacuo to give a yellow solid. The solid was suspended i... Reactants: [Al+3], CCOCC, COc1cccc(C2(C#N)CCOCC2)c1, [H-], [H-], [H-], [H-], [Li+], [Na+], [OH-], O. Yields the product COc1cccc(C2(CN)CCOCC2)c1. As a reaction SMILES: [Al+3:2].[CH3:26][CH2:27][O:28][CH2:29][CH3:30].[CH3:7][O:8][c:9]1[cH:10][c:11]([C:15]2([C:21]#[N:22])[CH2:16][CH2:17][O:18][CH2:19][CH2:20]2)[cH:12][cH:13][cH:14]1.[H-:1].[H-:4].[H-:5].[H-:6].[Li+:3].[Na+:25].[OH-:24].[OH2:23]>>[CH3:7][O:8][c:9]1[cH:10][c:11]([C:15]2([CH2:21][NH2:22])[CH2:16][CH2:17][O:18][CH2:19][CH2:20]2)[cH:12][cH:13][cH:14]1. The reactants are CCCCOC(=O)c1ccc2c(c1)CCC2N(C(=O)c1ccc(OC(F)(F)F)cc1)C1CCC(C(C)(C)C)CC1, [Li+], Nc1nnn[nH]1, [OH-]. Yields the product CC(C)(C)C1CCC(N(C(=O)c2ccc(OC(F)(F)F)cc2)C2CCc3cc(C(=O)Nc4nnn[nH]4)ccc32)CC1. RXN SMILES: [C:1]([CH3:2])([CH3:3])([CH3:4])[CH:5]1[CH2:6][CH2:7][CH:8]([N:11]([CH:12]2[CH2:13][CH2:14][c:15]3[cH:16][c:17]([C:21](=[O:22])[O:23][CH2:24][CH2:25][CH2:26][CH3:27])[cH:18][cH:19][c:20]32)[C:28]([c:29]2[cH:30][cH:31][c:32]([O:35][C:36]([F:37])([F:38])[F:39])[cH:33][cH:34]2)=[O:40])[CH2:9][CH2:10]1.[Li+:42].[NH2:43][c:44]1[n:45][n:46][n:47][nH:48]1.[OH-:41]>>[C:1]([CH3:2])([CH3:3])([CH3:4])[CH:5]1[CH2:6][CH2:7][CH:8]([N:11]([CH:12]2[CH2:13][CH2:14][c:15]3[cH:16][c:17]([C:21](=[O:22])[NH:43][c:44]4[n:45][n:46][n:47][nH:48]4)[cH:18][cH:19][c:20]32)[C:28]([c:29]2[cH:30][cH:31][c:32]([O:35][C:36]([F:37])([F:38])[F:39])[cH:33][cH:34]2)=[O:40])[CH2:9][CH2:10]1. The reactants are BrB(Br)Br, COc1ccc(Oc2c(Cl)cc(CC3SC(=O)NC3=O)cc2Cl)cc1C(C)C, ClCCl. Yields the product CC(C)c1cc(Oc2c(Cl)cc(CC3SC(=O)NC3=O)cc2Cl)ccc1O. As a reaction SMILES: [B:29]([Br:30])([Br:31])[Br:32].[Cl:1][c:2]1[cH:3][c:4]([CH2:5][CH:6]2[C:7](=[O:12])[NH:8][C:9](=[O:11])[S:10]2)[cH:13][c:14]([Cl:28])[c:15]1[O:16][c:17]1[cH:18][c:19]([CH:25]([CH3:26])[CH3:27])[c:20]([O:23][CH3:24])[cH:21][cH:22]1.[Cl:33][CH2:34][Cl:35]>>[Cl:1][c:2]1[cH:3][c:4]([CH2:5][CH:6]2[C:7](=[O:12])[NH:8][C:9](=[O:11])[S:10]2)[cH:13][c:14]([Cl:28])[c:15]1[O:16][c:17]1[cH:18][c:19]([CH:25]([CH3:26])[CH3:27])[c:20]([OH:23])[cH:21][cH:22]1. The reactants are OC1=C(C=C(C=C1)SC(F)(F)F)NC(C1=CC=NC=C1)=O (N-[2-hydroxy-5-(trifluoromethylthio)phenyl]isonicotinamide), O1CCCC1 (tetrahydrofuran), C1(=CC=CC=C1)P(C1=CC=CC=C1)C1=CC=CC=C1 (triphenylphosphine), N(=NC(=O)OCC)C(=O)OCC (diethyl azodicarboxylate), C1(=CC=CC=C1)P(C1=CC=CC=C1)C1=CC=CC=C1 (triphenylphosphine), N(=NC(=O)OCC)C(=O)OCC (diethyl azodicarboxylate). The solvent is C1(=CC=CC=C1)C (toluene), C1(=CC=CC=C1)C (toluene). Reaction conditions: time 3 hour. Product: N1=CC=C(C=C1)C=1OC2=C(N1)C=C(C=C2)SC(F)(F)F (2-(pyridin-4-yl)-5-(trifluoromethylthio)benzoxazole). The yield is 26.1%. Reaction SMILES: O[C:2]1[CH:7]=[CH:6][C:5]([S:8][C:9]([F:12])([F:11])[F:10])=[CH:4][C:3]=1[NH:13][C:14](=[O:21])[C:15]1[CH:20]=[CH:19][N:18]=[CH:17][CH:16]=1.O1CCCC1.C1(P(C2C=CC=CC=2)C2C=CC=CC=2)C=CC=CC=1.N(C(OCC)=O)=NC(OCC)=O>C1(C)C=CC=CC=1>[N:18]1[CH:17]=[CH:16][C:15]([C:14]2[O:21][C:2]3[CH:7]=[CH:6][C:5]([S:8][C:9]([F:10])([F:11])[F:12])=[CH:4][C:3]=3[N:13]=2)=[CH:20][CH:19]=1. Reported procedure: To a mixture of 0.69 g of N-[2-hydroxy-5-(trifluoromethylthio)phenyl]isonicotinamide, 9 ml of tetrahydrofuran, and 0.63 g of triphenylphosphine, 1.05 g of 40% toluene solution of diethyl azodicarboxylate was added dropwise at room temperature and stirred for three hours. To the mixture, 0.21 g of triphenylphosphine and 0.35 g of 40% toluene solution of diethyl azodicarboxylate were added. The reaction mixture was stirred for further two hours. The reaction mixture was concentrated under reduced ...